From a dataset of the Open Reaction Database (ORD), a public repository of structured organic reaction records. describe an organic reaction: reactants, conditions, products, and yield Starting materials: Cc1cn(CCN)c(C)n1, O=CCCc1ccc(C(F)(F)F)cc1. The product is Cc1nc(C)n2c1C(CCc1ccc(C(F)(F)F)cc1)NCC2. As a reaction SMILES: [CH3:1][c:2]1[n:3]([CH2:8][CH2:9][NH2:10])[cH:4][c:5]([CH3:7])[n:6]1.[F:11][C:12]([c:13]1[cH:14][cH:15][c:16]([CH2:19][CH2:20][CH:21]=[O:22])[cH:17][cH:18]1)([F:23])[F:24]>>[CH3:1][c:2]1[n:3]2[c:4]([c:5]([CH3:7])[n:6]1)[CH:21]([CH2:20][CH2:19][c:16]1[cH:15][cH:14][c:13]([C:12]([F:11])([F:23])[F:24])[cH:18][cH:17]1)[NH:10][CH2:9][CH2:8]2. Starting materials: CO, CCOC(=O)c1cccnc1-n1cc(F)c(-c2ccccc2)n1. The product is O=C(O)c1cccnc1-n1cc(F)c(-c2ccccc2)n1. As a reaction SMILES: [CH3:24][OH:25].[F:1][c:2]1[c:3](-[c:18]2[cH:19][cH:20][cH:21][cH:22][cH:23]2)[n:4][n:5](-[c:7]2[c:8]([C:9](=[O:10])[O:11][CH2:12][CH3:13])[cH:14][cH:15][cH:16][n:17]2)[cH:6]1>>[F:1][c:2]1[c:3](-[c:18]2[cH:19][cH:20][cH:21][cH:22][cH:23]2)[n:4][n:5](-[c:7]2[c:8]([C:9](=[O:10])[OH:11])[cH:14][cH:15][cH:16][n:17]2)[cH:6]1. The reactants are Nc1cc(Br)cnc1Cl, C1CCOC1, C[Si](C)(C)[N-][Si](C)(C)C, O=S(=O)(Cl)C1CCCCC1, ClCCl, [Na+], O. The product is O=S(=O)(Nc1cc(Br)cnc1Cl)C1CCCCC1. As a reaction SMILES: [Br:1][c:2]1[cH:3][c:4]([NH2:9])[c:5]([Cl:8])[n:6][cH:7]1.[CH2:10]1[O:11][CH2:12][CH2:13][CH2:14]1.[CH3:15][Si:16]([N-:17][Si:18]([CH3:19])([CH3:20])[CH3:21])([CH3:22])[CH3:23].[CH:25]1([S:31](=[O:32])(=[O:33])[Cl:34])[CH2:26][CH2:27][CH2:28][CH2:29][CH2:30]1.[Cl:35][CH2:36][Cl:37].[Na+:24].[OH2:38]>>[Br:1][c:2]1[cH:3][c:4]([NH:9][S:31]([CH:25]2[CH2:26][CH2:27][CH2:28][CH2:29][CH2:30]2)(=[O:32])=[O:33])[c:5]([Cl:8])[n:6][cH:7]1. The reactants are FC1=CC=C(C=C1)C(C1=CC=C(C=C1)O)=C1CC(CC(C1)(C)C)(C)C (4-[(4-Fluorophenyl)(3,3,5,5-tetramethylcyclohexylidene)methyl]phenol), C(=O)([O-])[O-].[K+].[K+] (K2CO3), BrCCCC(=O)OCC (ethyl 4-bromobutyrate). Solvent: CC(=O)C (acetone). Product: FC1=CC=C(C=C1)C(C1=CC=C(C=C1)OCCCC(=O)OCC)=C1CC(CC(C1)(C)C)(C)C (Ethyl 4-({4-[(4-fluorophenyl)(3,3,5,5-tetramethylcyclohexylidene) methyl]phenyl}oxy)butanoate). The yield is 90.4%. Reaction SMILES: [F:1][C:2]1[CH:7]=[CH:6][C:5]([C:8](=[C:16]2[CH2:21][C:20]([CH3:23])([CH3:22])[CH2:19][C:18]([CH3:25])([CH3:24])[CH2:17]2)[C:9]2[CH:14]=[CH:13][C:12]([OH:15])=[CH:11][CH:10]=2)=[CH:4][CH:3]=1.C([O-])([O-])=O.[K+].[K+].Br[CH2:33][CH2:34][CH2:35][C:36]([O:38][CH2:39][CH3:40])=[O:37]>CC(C)=O>[F:1][C:2]1[CH:3]=[CH:4][C:5]([C:8](=[C:16]2[CH2:17][C:18]([CH3:25])([CH3:24])[CH2:19][C:20]([CH3:23])([CH3:22])[CH2:21]2)[C:9]2[CH:14]=[CH:13][C:12]([O:15][CH2:33][CH2:34][CH2:35][C:36]([O:38][CH2:39][CH3:40])=[O:37])=[CH:11][CH:10]=2)=[CH:6][CH:7]=1 |f:1.2.3|. Procedure: The o-alkylation procedure described for 10 (example 5, step 2) was used. To a stirred suspension of 4-[(4-fluorophenyl)(3,3,5,5 tetramethylcyclohexylidene) methyl]phenol 9 (0.590 g, 1.74 mmol), K2CO3 (0.482 g, 3.5 mmol), and acetone (50 mL) was added ethyl 4-bromobutyrate (0.62 mL, 4.4 mmol) under a nitrogen atmosphere at RT. The reaction mixture was refluxed for 6 h, cooled to RT and filtered. Standard work-up followed by purification afforded 0.712 g (90%) of compound 12 as a white foam. 1H N... Reactants: BrC1=C2CCC(N(C2=CC(=C1)OC)C1=CC(=CC=C1C)C(=O)OC)=O (5-bromo-3,4-dihydro-7-methoxy-1-(3-methoxycarbonyl-6-methylphenyl)-2(1H)-quinolinone), BrC1=C2CCC(N(C2=CC(=C1)OC)C1=CC(=CC=C1C)C(=O)OC)=O (5-bromo-3,4-dihydro-7-methoxy-1-(3-methoxycarbonyl-6-methylphenyl)-2(1H)-quinolinone), ClC1=C(C(=CC=C1)Cl)N1C(CCC2=C(C=C(C=C12)O)C1=C(C=C(C=C1)F)F)=O (1-(2,6-dichlorophenyl)-5-(2,4-difluorophenyl)-3,4-dihydro-7-hydroxy-2(1H)-quinolinone). Product: FC1=C(C=CC(=C1)F)C1=C2CCC(N(C2=CC(=C1)O)C1=CC(=CC=C1C)C(=O)OC)=O (5-(2,4-Difluorophenyl)-3,4-dihydro-7-hydroxy-1-(3-methoxycarbonyl-6-methylphenyl)-2(1H)-quinolinone). Reaction SMILES: Br[C:2]1[CH:11]=[C:10]([O:12]C)[CH:9]=[C:8]2[C:3]=1[CH2:4][CH2:5][C:6](=[O:25])[N:7]2[C:14]1[C:19]([CH3:20])=[CH:18][CH:17]=[C:16]([C:21]([O:23][CH3:24])=[O:22])[CH:15]=1.ClC1C=CC=C(Cl)C=1N1C2C(=C([C:45]3[CH:50]=[CH:49][C:48]([F:51])=[CH:47][C:46]=3[F:52])C=C(O)C=2)CCC1=O>>[F:51][C:48]1[CH:47]=[C:46]([F:52])[CH:45]=[CH:50][C:49]=1[C:2]1[CH:11]=[C:10]([OH:12])[CH:9]=[C:8]2[C:3]=1[CH2:4][CH2:5][C:6](=[O:25])[N:7]2[C:14]1[C:19]([CH3:20])=[CH:18][CH:17]=[C:16]([C:21]([O:23][CH3:24])=[O:22])[CH:15]=1. Reported procedure: 5-(2,4-Difluorophenyl)-3,4-dihydro-7-hydroxy-1-(3-methoxycarbonyl-6-methylphenyl)-2(1H)-quinolinone was prepared from 5-bromo-3,4-dihydro-7-methoxy-1-(3-methoxycarbonyl-6-methylphenyl)-2(1H)-quinolinone (INTERMEDIATE 15) by a procedure analogous to that described in INTERMEDIATE 3. Mass spectrum (ESI) 424.1 (M+1). 1H NMR (500 MHz, DMSO-d6): δ 9.44 (s, 1H); 7.96 (d, J=8.0 Hz, 1H); 7.75 (s, 1H); 7.59 (d, J=8.0 Hz, 1H); 7.41 (m, 2H); 7.18 (t, J=6.0 Hz, 2H); 6.33 (s, 1H); 5.63 (s, 1H); 3.84 (s, 3H);...